Dataset: the Open Reaction Database (ORD), a public repository of structured organic reaction records. Task: describe an organic reaction: reactants, conditions, products, and yield Reactants: C(C1=CC=CC=C1)OCC(C)(C)C1=NN=C(S1)N (5-(2-benzyloxy-1,1-dimethyl-ethyl)-1,3,4-thiadiazol-2-ylamine), B(Br)(Br)Br (boron tribromide), ice water. Run in C(Cl)Cl (DCM). Reaction conditions: time 3 hour. Product: NC1=NN=C(S1)C(CO)(C)C (2-(5-amino-1,3,4-thiadiazol-2-yl)-2-methyl-propan-1-ol). The yield is 101.3%. As a reaction SMILES: C([O:8][CH2:9][C:10]([C:13]1[S:17][C:16]([NH2:18])=[N:15][N:14]=1)([CH3:12])[CH3:11])C1C=CC=CC=1.B(Br)(Br)Br>C(Cl)Cl>[NH2:18][C:16]1[S:17][C:13]([C:10]([CH3:12])([CH3:11])[CH2:9][OH:8])=[N:14][N:15]=1. Procedure: To a solution of 5-(2-benzyloxy-1,1-dimethyl-ethyl)-1,3,4-thiadiazol-2-ylamine (15.0 g, 57.0 mmol) in DCM (100 mL), boron tribromide (1N in DCM, 15.0 mL, 162.0 mmol) is added slowly at 0° C. The reaction mixture is warmed up to room temperature and stirred for 3 h. After cooling the reaction mixture to 0° C., ice water is added. The two phases are separated and the pH of the water phase is adjusted to ˜13 with NaOH and extracted with n-BuOH. The organic layer is washed with brine, dried over Na2... Reactants: NC[C@H](O)[C@@H](O)[C@H](O)[C@H](O)CO (1-Amino-1-deoxy-D-sorbitol), C(C=C)(=O)Cl (Acryloyl chloride), solution, [OH-].[K+] (KOH). Run in CO (CH3OH), O (H2O), C1CCOC1 (THF). Yields the product C(C=C)(=O)NC[C@H](O)[C@@H](O)[C@H](O)[C@H](O)CO (N-Acryloyl-D-glucamine). The yield is 56.0%. As a reaction SMILES: [NH2:1][CH2:2][C@@H:3]([C@H:5]([C@@H:7]([C@@H:9]([CH2:11][OH:12])[OH:10])[OH:8])[OH:6])[OH:4].[C:13](Cl)(=[O:16])[CH:14]=[CH2:15].[OH-].[K+]>CO.O.C1COCC1>[C:13]([NH:1][CH2:2][C@@H:3]([C@H:5]([C@@H:7]([C@@H:9]([CH2:11][OH:12])[OH:10])[OH:8])[OH:6])[OH:4])(=[O:16])[CH:14]=[CH2:15] |f:2.3|. Procedure: 1-Amino-1-deoxy-D-sorbitol (D-glucamine) 10 (5.0 g, 28 mmol) was dissolved in a mixture of CH3OH (120 mL) and H2O (15 mL) and cooled in an ice bath. Acryloyl chloride (30 mL of a 2.35 M solution in THF, 71 mmol) was added dropwise to. the above solution, while the pH of the reaction mixture was maintained between 8 and 9 by periodic addition of 2M aqueous KOH. After an additional 1-h period on ice, the volatiles were evaporated under reduced pressure and the residue was subjected to silica gel c...